From a dataset of the Open Reaction Database (ORD), a public repository of structured organic reaction records. describe an organic reaction: reactants, conditions, products, and yield Starting materials: O=Cc1c[nH]c2ccc(CCCl)cc12, Cl, [Mg+2], NO, O=S(=O)([O-])[O-], CN(C)C=O, O, Cc1ccc(S(=O)(=O)O)cc1. Product: N#Cc1c[nH]c2ccc(CCCl)cc12. As a reaction SMILES: [Cl:1][CH2:2][CH2:3][c:4]1[cH:5][c:6]2[c:7]([CH:13]=[O:14])[cH:8][nH:9][c:10]2[cH:11][cH:12]1.[ClH:15].[Mg+2:18].[NH2:16][OH:17].[O-:19][S:20](=[O:21])(=[O:22])[O-:23].[O:36]=[CH:37][N:38]([CH3:39])[CH3:40].[OH2:24].[c:25]1([CH3:26])[cH:27][cH:28][c:29]([S:30]([OH:31])(=[O:32])=[O:33])[cH:34][cH:35]1>>[Cl:1][CH2:2][CH2:3][c:4]1[cH:5][c:6]2[c:7]([C:13]#[N:16])[cH:8][nH:9][c:10]2[cH:11][cH:12]1. Reactants: OC=1C(=NC=CC1)C(=O)OC (methyl 3-hydroxypyridine-2-carboxylate), [OH-].[K+] (KOH), CNN(C(=S)Cl)NC (N,N-dimethylaminothiocarbamoyl chloride). The solvent is O (water). Reaction conditions: time 2 hour. Yields the product CNN(C(=S)OC=1C(=NC=CC1)C(=O)OC)NC (Methyl 3-(N,N-dimethylaminothiocarbamoyloxy)pyridine-2-carboxylate). Yield: 75.8%. As a reaction SMILES: [OH:1][C:2]1[C:3]([C:8]([O:10][CH3:11])=[O:9])=[N:4][CH:5]=[CH:6][CH:7]=1.[OH-].[K+].[CH3:14][NH:15][N:16]([NH:20][CH3:21])[C:17](Cl)=[S:18]>O>[CH3:14][NH:15][N:16]([NH:20][CH3:21])[C:17]([O:1][C:2]1[C:3]([C:8]([O:10][CH3:11])=[O:9])=[N:4][CH:5]=[CH:6][CH:7]=1)=[S:18] |f:1.2|. Procedure: A solution of 3.06 g (20 mmol) of methyl 3-hydroxypyridine-2-carboxylate in 15 mL of water was made basic with 1.12 g KOH. To this solution was added 3.2 g (26 mmol) of N,N-dimethylaminothiocarbamoyl chloride and the solution was stirred at room temperature for 2 hours. The solution was partitioned between benzene and water and the aqueous layer was washed with two portions of water. The combined extracts were dried and concentrated to afford 4.1 g of a white solid, m.p. 74°-75° C. The reactants are C=CCOC(=O)NC(Cc1cc(C2CCCN2C(=O)OC(C)(C)C)no1)(C(=O)O)C(=O)OCC, C=CCOC(=O)NC(Cc1cc(C2CCCN2C(=O)OC(C)(C)C)no1)(C(=O)OCC)C(=O)OCC, C1COCCO1. Yields the product C=CCOC(=O)NC(Cc1cc(C2CCCN2C(=O)OC(C)(C)C)no1)C(=O)OCC. RXN SMILES: [CH2:1]([CH3:2])[O:3][C:4]([C:5]([C:6]([OH:7])=[O:8])([CH2:9][c:10]1[cH:11][c:12]([CH:15]2[N:16]([C:20](=[O:21])[O:22][C:23]([CH3:24])([CH3:25])[CH3:26])[CH2:17][CH2:18][CH2:19]2)[n:13][o:14]1)[NH:27][C:28](=[O:29])[O:30][CH2:31][CH:32]=[CH2:33])=[O:34].[CH2:35]([O:36][C:37](=[O:38])[C:39]([NH:40][C:41]([O:42][CH2:43][CH:44]=[CH2:45])=[O:46])([CH2:47][c:48]1[o:49][n:50][c:51]([CH:52]2[CH2:53][CH2:54][CH2:55][N:56]2[C:57]([O:58][C:59]([CH3:60])([CH3:61])[CH3:62])=[O:63])[cH:64]1)[C:65]([O:66][CH2:67][CH3:68])=[O:69])[CH3:70].[O:71]1[CH2:72][CH2:73][O:74][CH2:75][CH2:76]1>>[CH2:1]([CH3:2])[O:3][C:4]([CH:5]([CH2:9][c:10]1[cH:11][c:12]([CH:15]2[N:16]([C:20](=[O:21])[O:22][C:23]([CH3:24])([CH3:25])[CH3:26])[CH2:17][CH2:18][CH2:19]2)[n:13][o:14]1)[NH:27][C:28](=[O:29])[O:30][CH2:31][CH:32]=[CH2:33])=[O:34].